The task is: describe an organic reaction: reactants, conditions, products, and yield. This data is from the Open Reaction Database (ORD), a public repository of structured organic reaction records. The reactants are C(C)(=O)OCC1=C(N2C([C@H]([C@H]2SC1)NC=1SC(=CN1)C(C1=CC=CC=C1)=O)=O)C(=O)OC(C1=CC=CC=C1)C1=CC=CC=C1 ((6R-trans)-3-[(Acetyloxy)methyl]7-[(5-benzoyl-2-thiazolyl)amino]-8-oxo-5-thia-1-azabicyclo[4.2.0]oct-2-ene-2-carboxylic acid, diphenylmethyl ester), C1(=CC=CC=C1)OC (anisole), FC(C(=O)O)(F)F (trifluoroacetic acid). The solvent is ClCCl (dichloromethane). Product: C(C)(=O)OCC1=C(N2C([C@H]([C@H]2SC1)NC=1SC(=CN1)C(C1=CC=CC=C1)=O)=O)C(=O)O ((6R-trans)-3-[(Acetyloxy)methyl]-7-[(5-benzoyl-2-thiazolyl)amino]-8-oxo-5-thia-1-azabicyclo[4.2.0]oct-2-ene-2-carboxylic acid). Reaction SMILES: [C:1]([O:4][CH2:5][C:6]1[CH2:13][S:12][C@H:11]2[N:8]([C:9](=[O:28])[C@H:10]2[NH:14][C:15]2[S:16][C:17]([C:20](=[O:27])[C:21]3[CH:26]=[CH:25][CH:24]=[CH:23][CH:22]=3)=[CH:18][N:19]=2)[C:7]=1[C:29]([O:31]C(C1C=CC=CC=1)C1C=CC=CC=1)=[O:30])(=[O:3])[CH3:2].C1(OC)C=CC=CC=1.FC(F)(F)C(O)=O>ClCCl>[C:1]([O:4][CH2:5][C:6]1[CH2:13][S:12][C@H:11]2[N:8]([C:9](=[O:28])[C@H:10]2[NH:14][C:15]2[S:16][C:17]([C:20](=[O:27])[C:21]3[CH:22]=[CH:23][CH:24]=[CH:25][CH:26]=3)=[CH:18][N:19]=2)[C:7]=1[C:29]([OH:31])=[O:30])(=[O:3])[CH3:2]. Reported procedure: A 235 mg portion of (6R-trans)-3-[(Acetyloxy)methyl]7-[(5-benzoyl-2-thiazolyl)amino]-8-oxo-5-thia-1-azabicyclo[4.2.0]oct-2-ene-2-carboxylic acid, diphenylmethyl ester was reacted with anisole and trifluoroacetic acid in dichloromethane as described in Example 5, giving 143 mg of the desired product as a pale yellow powder. Procedure: 50.0 g of 4-acetoxy-3-tert-butylbenzoic acid are dissolved in 200 g of methanol. A solution of 10.2 g of sodium hydroxide in 180 ml of water is added. The mixture is refluxed for 3 hours. The methanol is removed, and the mixture is acidified with hydrochloric acid (10%) at 10° C. The precipitate is filtered off and washed, giving 40.6 g of product in the form of colourless crystals having a melting point of from 158° to 159° C. The solvent is CO (methanol), O (water). Yields the product C(C)(C)(C)C=1C=C(C(=O)O)C=CC1O (3-tert-butyl-4-hydroxybenzoic acid). Reaction SMILES: C([O:4][C:5]1[CH:13]=[CH:12][C:8]([C:9]([OH:11])=[O:10])=[CH:7][C:6]=1[C:14]([CH3:17])([CH3:16])[CH3:15])(=O)C.[OH-].[Na+]>CO.O>[C:14]([C:6]1[CH:7]=[C:8]([CH:12]=[CH:13][C:5]=1[OH:4])[C:9]([OH:11])=[O:10])([CH3:17])([CH3:15])[CH3:16] |f:1.2|. Yield: 98.8%. Starting materials: C(C)(=O)OC1=C(C=C(C(=O)O)C=C1)C(C)(C)C (4-acetoxy-3-tert-butylbenzoic acid), [OH-].[Na+] (sodium hydroxide). Reported procedure: To a mixture of (1R*,2S*)-2-(3-iodo-1H-indazol-6-yl)-5′-methoxyspiro [cyclopropane-1,3′-indolin]-2′-one (1.00 g, 2.32 mmol) and 4,4,5,5-tetramethyl-2-vinyl-1,3,2-dioxaborolane (500 mg, 3.25 mmol) in a 20 mL microwave vial was added PhCH3/EtOH (7 mL/3.5 mL), followed by 1 M Na2CO3 (3 mL, 3 mmol). After stirring for 1 min at rt, Ph(PPh3)4 (50 mg, 0.043 mmol, 1.9 mol %) was added and the resulting mixture was purged with argon, and microwaved 3 h at 120° C. This reaction was repeated twice on the s... Run at time 1 minute. Product: COC=1C=C2[C@]3(C(NC2=CC1)=O)[C@@H](C3)C3=CC=C1C(=NNC1=C3)C=C ((1R*,2S*)-5′-methoxy-2-(3-vinyl-1H-indazol-6-yl)spiro[cyclopropane-1,3′-indolin]-2′-one). Reactants: Ph(PPh3)4, IC1=NNC2=CC(=CC=C12)[C@@H]1C[C@@]12C(NC1=CC=C(C=C21)OC)=O ((1R*,2S*)-2-(3-iodo-1H-indazol-6-yl)-5′-methoxyspiro [cyclopropane-1,3′-indolin]-2′-one), CC1(OB(OC1(C)C)C=C)C (4,4,5,5-tetramethyl-2-vinyl-1,3,2-dioxaborolane), C(=O)([O-])[O-].[Na+].[Na+] (Na2CO3). Solvent: C1(=CC=CC=C1)C.CCO (PhCH3 EtOH). Reaction SMILES: I[C:2]1[C:10]2[C:5](=[CH:6][C:7]([C@H:11]3[C@@:13]4([C:21]5[C:16](=[CH:17][CH:18]=[C:19]([O:22][CH3:23])[CH:20]=5)[NH:15][C:14]4=[O:24])[CH2:12]3)=[CH:8][CH:9]=2)[NH:4][N:3]=1.[CH3:25][C:26]1(C)C(C)(C)OB(C=C)O1.C([O-])([O-])=O.[Na+].[Na+]>C1(C)C=CC=CC=1.CCO>[CH3:23][O:22][C:19]1[CH:20]=[C:21]2[C:16](=[CH:17][CH:18]=1)[NH:15][C:14](=[O:24])[C@:13]12[CH2:12][C@H:11]1[C:7]1[CH:6]=[C:5]2[C:10]([C:2]([CH:25]=[CH2:26])=[N:3][NH:4]2)=[CH:9][CH:8]=1 |f:2.3.4,5.6|.